This data is from the Open Reaction Database (ORD), a public repository of structured organic reaction records. The task is: describe an organic reaction: reactants, conditions, products, and yield The reactants are [Cl-].[NH4+] (ammonium chloride), C(CCC)[Li] (n-Butyl lithium), C1(CC1)SSC1CC1 (1,2-dicyclopropyldisulfane), BrC[C@H]1OC(OC1)(C)C ((S)-4-(bromomethyl)-2,2-dimethyl-1,3-dioxolane). Solvent: C1CCOC1 (THF). Reaction conditions: time 4 hour. The product is CC1(OC[C@H](O1)CC1(CC1)SSC1(CC1)C[C@H]1OC(OC1)(C)C)C (1,2-Bis(1-(((R)-2,2-dimethyl-1,3-dioxolan-4-yl)methyl)cyclopropyl)disulfane). As a reaction SMILES: C([Li])[CH2:2][CH2:3][CH3:4].[CH:6]1([S:9][S:10][CH:11]2[CH2:13][CH2:12]2)[CH2:8][CH2:7]1.Br[CH2:15][C@@H:16]1[CH2:20][O:19][C:18]([CH3:22])([CH3:21])[O:17]1.[Cl-].[NH4+]>C1COCC1>[CH3:21][C:18]1([CH3:22])[O:17][C@H:16]([CH2:15][C:6]2([S:9][S:10][C:11]3([CH2:15][C@@H:16]4[CH2:20][O:19][C:3]([CH3:4])([CH3:2])[O:17]4)[CH2:13][CH2:12]3)[CH2:8][CH2:7]2)[CH2:20][O:19]1 |f:3.4|. Procedure: n-Butyl lithium (1.7 M in hexane, 1.2 eq) is added dropwise over 1 hour to a solution of 1,2-dicyclopropyldisulfane (1 eq) in THF (1.5 mL/mmol), at −20° C. (S)-4-(bromomethyl)-2,2-dimethyl-1,3-dioxolane (1.1 eq) is then added at −78° C. and stiffing at −78° C. continued for an additional 4 hours. Saturated aqueous ammonium chloride solution is added and the mixture is extracted with ethyl acetate (3×). The combined organic extracts are dried (Na2SO4) and purified by flash chromatography (ethyl a... Starting materials: CC(=O)Cl, CCOC(=O)c1c(CN)nn(-c2cccc(OC(F)(F)F)c2)c1C1CC1, C1CCOC1, CCOC(C)=O, CCN(C(C)C)C(C)C. Yields the product CCOC(=O)c1c(CNC(C)=O)nn(-c2cccc(OC(F)(F)F)c2)c1C1CC1. RXN SMILES: [C:36]([CH3:37])(=[O:38])[Cl:39].[CH2:1]([CH3:2])[O:3][C:4](=[O:5])[c:6]1[c:7]([CH2:25][NH2:26])[n:8][n:9](-[c:14]2[cH:15][c:16]([O:20][C:21]([F:22])([F:23])[F:24])[cH:17][cH:18][cH:19]2)[c:10]1[CH:11]1[CH2:12][CH2:13]1.[CH2:40]1[O:41][CH2:42][CH2:43][CH2:44]1.[CH3:45][CH2:46][O:47][C:48]([CH3:49])=[O:50].[CH:27]([N:28]([CH2:29][CH3:30])[CH:31]([CH3:32])[CH3:33])([CH3:34])[CH3:35]>>[CH2:1]([CH3:2])[O:3][C:4](=[O:5])[c:6]1[c:7]([CH2:25][NH:26][C:36]([CH3:37])=[O:38])[n:8][n:9](-[c:14]2[cH:15][c:16]([O:20][C:21]([F:22])([F:23])[F:24])[cH:17][cH:18][cH:19]2)[c:10]1[CH:11]1[CH2:12][CH2:13]1. Reactants: [Al+3], O=C1CCCc2nc3cc(C(F)(F)F)ccc3c(NCc3ccccc3)c21, [H-], [H-], [H-], [H-], [Li+], C1CCOC1. The product is OC1CCCc2nc3cc(C(F)(F)F)ccc3c(NCc3ccccc3)c21. Reaction SMILES: [Al+3:29].[CH2:1]([c:2]1[cH:3][cH:4][cH:5][cH:6][cH:7]1)[NH:8][c:9]1[c:10]2[cH:11][cH:12][c:13]([C:24]([F:25])([F:26])[F:27])[cH:14][c:15]2[n:16][c:17]2[c:22]1[C:21](=[O:23])[CH2:20][CH2:19][CH2:18]2.[H-:28].[H-:31].[H-:32].[H-:33].[Li+:30].[O:34]1[CH2:35][CH2:36][CH2:37][CH2:38]1>>[CH2:1]([c:2]1[cH:3][cH:4][cH:5][cH:6][cH:7]1)[NH:8][c:9]1[c:10]2[cH:11][cH:12][c:13]([C:24]([F:25])([F:26])[F:27])[cH:14][c:15]2[n:16][c:17]2[c:22]1[CH:21]([OH:23])[CH2:20][CH2:19][CH2:18]2. Starting materials: c1ccc(CN2CCNCC2)cc1, Clc1ccc2ccnc(Cl)c2c1, O. The product is Clc1ccc2ccnc(N3CCN(Cc4ccccc4)CC3)c2c1. Reaction SMILES: [CH2:13]([c:14]1[cH:15][cH:16][cH:17][cH:18][cH:19]1)[N:20]1[CH2:21][CH2:22][NH:23][CH2:24][CH2:25]1.[Cl:1][c:2]1[n:3][cH:4][cH:5][c:6]2[cH:7][cH:8][c:9]([Cl:12])[cH:10][c:11]12.[OH2:26]>>[c:2]1([N:23]2[CH2:22][CH2:21][N:20]([CH2:13][c:14]3[cH:15][cH:16][cH:17][cH:18][cH:19]3)[CH2:25][CH2:24]2)[n:3][cH:4][cH:5][c:6]2[cH:7][cH:8][c:9]([Cl:12])[cH:10][c:11]12.